Dataset: the Open Reaction Database (ORD), a public repository of structured organic reaction records. Task: describe an organic reaction: reactants, conditions, products, and yield Reactants: COC(=O)c1nc(-c2ccc(Cl)cc2)c(F)c(N)c1Cl, C[Sn](C)(C)C, Cl[Pd]Cl, c1ccc(P(c2ccccc2)c2ccccc2)cc1, c1ccc(P(c2ccccc2)c2ccccc2)cc1. The product is COC(=O)c1nc(-c2ccc(Cl)cc2)c(F)c(N)c1C. Reaction SMILES: [CH3:1][O:2][C:3](=[O:4])[c:5]1[n:6][c:7](-[c:14]2[cH:15][cH:16][c:17]([Cl:20])[cH:18][cH:19]2)[c:8]([F:13])[c:9]([NH2:12])[c:10]1[Cl:11].[CH3:21][Sn:22]([CH3:23])([CH3:24])[CH3:25].[Pd:26]([Cl:27])[Cl:28].[c:29]1([P:30]([c:31]2[cH:32][cH:33][cH:34][cH:35][cH:36]2)[c:37]2[cH:38][cH:39][cH:40][cH:41][cH:42]2)[cH:43][cH:44][cH:45][cH:46][cH:47]1.[c:48]1([P:49]([c:50]2[cH:51][cH:52][cH:53][cH:54][cH:55]2)[c:56]2[cH:57][cH:58][cH:59][cH:60][cH:61]2)[cH:62][cH:63][cH:64][cH:65][cH:66]1>>[CH3:1][O:2][C:3](=[O:4])[c:5]1[n:6][c:7](-[c:14]2[cH:15][cH:16][c:17]([Cl:20])[cH:18][cH:19]2)[c:8]([F:13])[c:9]([NH2:12])[c:10]1[CH3:21].